From a dataset of the Open Reaction Database (ORD), a public repository of structured organic reaction records. describe an organic reaction: reactants, conditions, products, and yield As a reaction SMILES: C(N(S(F)(F)[F:7])CC)C.[F:10][C:11]1[CH:16]=[C:15]([O:17][CH3:18])[CH:14]=[CH:13][C:12]=1[C:19](O)([CH3:28])[CH2:20][NH:21][S:22]([CH:25]([CH3:27])[CH3:26])(=[O:24])=[O:23]>C(Cl)Cl>[F:7][C:19]([C:12]1[CH:13]=[CH:14][C:15]([O:17][CH3:18])=[CH:16][C:11]=1[F:10])([CH3:28])[CH2:20][NH:21][S:22]([CH:25]([CH3:27])[CH3:26])(=[O:24])=[O:23]. Product: final title compound, FC(CNS(=O)(=O)C(C)C)(C)C1=C(C=C(C=C1)OC)F (propane-2-sulfonic acid [2-fluoro-2-(2-fluoro-4-methoxy-phenyl)-propyl]-amide). The solvent is C(Cl)Cl (CH2Cl2), C(Cl)Cl (CH2Cl2). Procedure: A dry CH2Cl2 solution (10 mL) of (diethylamino)sulfur trifluoride (DAST) (0.419 mL, 3.17 mmol) was cooled to −78° C. while stirring under N2. A CH2Cl2 solution (5 mL) of propane-2-sulfonic acid [2-(2-fluoro-4-methoxyphenyl)-2-hydroxy-propyl]-amide (0.79 g, 2.64 mmol) was added dropwise via syringe and the reaction was immediately brought to 0° C. The reaction was quenched with water and diluted with diethyl ether. The organic layer was separated and washed with water and saturated NaCl solution,... The reactants are FC1=C(C=CC(=C1)OC)C(CNS(=O)(=O)C(C)C)(C)O (propane-2-sulfonic acid [2-(2-fluoro-4-methoxyphenyl)-2-hydroxy-propyl]-amide), C(C)N(CC)S(F)(F)F ((diethylamino)sulfur trifluoride). Isolated yield 64.1%. Reactants: ice water, [Na] (sodium), C(C)(=O)OCC1=C(N2C(C(C2SC1)NC(CN1C(=CC=C1)C=O)=O)=O)C(=O)O (3-[(acetyloxy)methyl]-7-[[(2-formyl-1-pyrryl)acetyl]amino]-8-oxo-5-thia-1-azabicyclo[4.2.0]oct-2-ene-2-carboxylic acid), ClCN(C(=O)OCC)C (N-chloromethyl-N-methylurethane). The solvent is CN(C=O)C (dimethylformamide). Product: C(C)OC(=O)N(C)COC(=O)C=1N2C(C(C2SCC1COC(C)=O)NC(CN1C(=CC=C1)C=O)=O)=O (3-[(Acetyloxy)methyl]-7-[[(2-formyl-1-pyrryl)acetyl]amino]-8-oxo-5-thia-1-azabicyclo[4.2.0]oct-2-ene-2-carboxylic acid N-ethoxycarbonyl-N-methylaminomethyl ester). As a reaction SMILES: [Na].[C:2]([O:5][CH2:6][C:7]1[CH2:14][S:13][CH:12]2[N:9]([C:10](=[O:26])[CH:11]2[NH:15][C:16](=[O:25])[CH2:17][N:18]2[CH:22]=[CH:21][CH:20]=[C:19]2[CH:23]=[O:24])[C:8]=1[C:27]([OH:29])=[O:28])(=[O:4])[CH3:3].Cl[CH2:31][N:32]([CH3:38])[C:33]([O:35][CH2:36][CH3:37])=[O:34]>CN(C)C=O>[CH2:36]([O:35][C:33]([N:32]([CH2:38][O:28][C:27]([C:8]1[N:9]2[CH:12]([S:13][CH2:14][C:7]=1[CH2:6][O:5][C:2](=[O:4])[CH3:3])[CH:11]([NH:15][C:16](=[O:25])[CH2:17][N:18]1[CH:22]=[CH:21][CH:20]=[C:19]1[CH:23]=[O:24])[C:10]2=[O:26])=[O:29])[CH3:31])=[O:34])[CH3:37] |^1:0|. Reported procedure: The sodium salt of 3-[(acetyloxy)methyl]-7-[[(2-formyl-1-pyrryl)acetyl]amino]-8-oxo-5-thia-1-azabicyclo[4.2.0]oct-2-ene-2-carboxylic acid (2.5 mmole) in 50 ml of dimethylformamide (DMF) is treated at room temperature with 2.5 mmole of N-chloromethyl-N-methylurethane for 1 hour. The mixture is carefully poured into ice water and the precipitated solid is removed by filtration and is then washed with water. The filtered solid is dissolved in ethyl acetate and washed with aqueous sodium bicarbonate... The reactants are [N+](=O)([O-])C1=CC=C(COC(=O)NCCCO)C=C1 (3-(4-nitrobenzyloxycarbonylamino)-1-propanol), OC1=CC2=C(CC(C(NC2)=O)CC(=O)OC)C=C1 (methyl (±)-8-hydroxy-3-oxo-2,3,4,5-tetrahydro-1H-2-benzazepine-4-acetate), OCCCNC1=[N+](C=CC=C1)[O-] (2-[(3-hydroxy-1-propyl)amino]pyridine-N-oxide), OC1=CC2=C(CC(C(N(C2)C)=O)CC(=O)OC)C=C1 (methyl (±)-8-hydroxy-2-methyl-3-oxo-2,3,4,5-tetrahydro-1H-2-benzazepine-4-acetate). Product: [N+](=O)([O-])C1=CC=C(COC(=O)NCCCOC2=CC3=C(CC(C(N(C3)C)=O)CC(=O)OC)C=C2)C=C1 (methyl(±)-8-[3-(4-nitrobenzyloxycarbonylamino)-1-propyloxy]-2-methyl-3-oxo-2,3,4,5-tetrahydro-1H-2-benzazepine-4-acetate). As a reaction SMILES: [N+:1]([C:4]1[CH:18]=[CH:17][C:7]([CH2:8][O:9][C:10]([NH:12][CH2:13][CH2:14][CH2:15][OH:16])=[O:11])=[CH:6][CH:5]=1)([O-:3])=[O:2].OCCCNC1C=CC=C[N+]=1[O-].O[C:32]1[CH:49]=[CH:48][C:35]2[CH2:36][CH:37]([CH2:43][C:44]([O:46][CH3:47])=[O:45])[C:38](=[O:42])[N:39]([CH3:41])[CH2:40][C:34]=2[CH:33]=1.OC1C=CC2CC(CC(OC)=O)C(=O)NCC=2C=1>>[N+:1]([C:4]1[CH:5]=[CH:6][C:7]([CH2:8][O:9][C:10]([NH:12][CH2:13][CH2:14][CH2:15][O:16][C:32]2[CH:49]=[CH:48][C:35]3[CH2:36][CH:37]([CH2:43][C:44]([O:46][CH3:47])=[O:45])[C:38](=[O:42])[N:39]([CH3:41])[CH2:40][C:34]=3[CH:33]=2)=[O:11])=[CH:17][CH:18]=1)([O-:3])=[O:2]. Procedure: According to the procedure of Example 1(a), except substituting 3-(4-nitrobenzyloxycarbonylamino)-1-propanol for the 2-[(3-hydroxy-1-propyl)amino]pyridine-N-oxide, and substituting methyl (±)-8-hydroxy-2-methyl-3-oxo-2,3,4,5-tetrahydro-1H-2-benzazepine-4-acetate for the methyl (±)-8-hydroxy-3-oxo-2,3,4,5-tetrahydro-1H-2-benzazepine-4-acetate, the tile compound was prepared as a colorless oil: MS (ES) m/e 500.3 (M+H)+. Reactants: C(C)(=O)O (acetic acid), CO (methanol), N1CCCC1 (pyrrolidine), CCOCC (ether). Run in O (water), reagent-grade. Run at time 8 hour. Product: C(\C=C\C1=CC=CC=C1)=O (trans-cinnamaldehyde), C1=CC=CC1 (cyclopentadiene). RXN SMILES: [CH3:1]O.N1[CH2:7][CH2:6][CH2:5][CH2:4]1.[C:8]([OH:11])(=O)[CH3:9].[CH3:12]CO[CH2:15][CH3:16]>O>[CH:8](=[O:11])/[CH:9]=[CH:4]/[C:5]1[CH:16]=[CH:15][CH:1]=[CH:7][CH:6]=1.[CH:4]1[CH2:12][CH:7]=[CH:6][CH:5]=1. Procedure: A solution of 20.4 mL (0.16 mol) of trans-cinnamaldehyde and 33 mL (0.40 mol) of freshly-distilled cyclopentadiene in 200 mL of reagent-grade methanol was prepared. The mixture was cooled with an ice bath, and 20 mL (0.24 mol) of pyrrolidine were slowly added. The temperature was allowed to rise to room temperature and the reaction mixture was stirred overnight. A 15 mL portion of acetic acid (0.26 mol) were added to the dark red slurry, followed by 0.4 L of ether and 0.4 L of water. The organic... The reactants are C(C)(=O)O[BH-](OC(C)=O)OC(C)=O.[Na+] (Sodium triacetoxyborohydride), O[C@@H]1CNCC1 ((3S)-3-hydroxypyrrolidine), 4A, C(C1=CC=CC=C1)=O (benzaldehyde). Solvent: C(Cl)Cl (CH2Cl2). Reaction conditions: time 18 hour. Yields the product C(C1=CC=CC=C1)N1C[C@H](CC1)O ((3S)-1-Benzyl-pyrrolidin-3-ol). Isolated yield 72.2%. As a reaction SMILES: [OH:1][C@H:2]1[CH2:6][CH2:5][NH:4][CH2:3]1.[CH:7](=O)[C:8]1[CH:13]=[CH:12][CH:11]=[CH:10][CH:9]=1.C(O[BH-](OC(=O)C)OC(=O)C)(=O)C.[Na+]>C(Cl)Cl>[CH2:7]([N:4]1[CH2:5][CH2:6][C@H:2]([OH:1])[CH2:3]1)[C:8]1[CH:13]=[CH:12][CH:11]=[CH:10][CH:9]=1 |f:2.3|. Reported procedure: A solution of (3S)-3-hydroxypyrrolidine (2.0 g, 25 mmol) in 50 mL CH2Cl2, under a nitrogen atmosphere, was cooled to 0° C. and benzaldehyde (2.92 g. 27.5 mmol) was added, followed by 1 g of powdered 4A molecular sieves. Sodium triacetoxyborohydride (7.4 gm, 35 mmol)was added in several portions over 30 min, and the reaction was allowed to stir at room temperature for 18 h. The reaction was again cooled to 0° C. and quenched by addition of 10 mL methanol, followed by 5 mL of 1N HCl. The molecular... Starting materials: COC=1C=C2C(=CC=NC2=CC1OC)OC1=CC=C(C=C1)NC(=O)C1=CC=C(C=C1)OC(C)=O (N-{4-[(6,7-Dimethoxy-4-quinolinyl)oxy]phenyl}-(4-acetoxyphenyl)carboxamide), [OH-].[K+] (potassium hydroxide). Run in CO (methanol). Run at time 5 hour. Yields the product COC=1C=C2C(=CC=NC2=CC1OC)OC1=CC=C(C=C1)NC(=O)C1=CC=C(C=C1)O (N-{4-[(6,7-Dimethoxy-4-quinolinyl)oxy]phenyl}-(4-hydroxyphenyl)carboxamide). Isolated yield 82.3%. As a reaction SMILES: [CH3:1][O:2][C:3]1[CH:4]=[C:5]2[C:10](=[CH:11][C:12]=1[O:13][CH3:14])[N:9]=[CH:8][CH:7]=[C:6]2[O:15][C:16]1[CH:21]=[CH:20][C:19]([NH:22][C:23]([C:25]2[CH:30]=[CH:29][C:28]([O:31]C(=O)C)=[CH:27][CH:26]=2)=[O:24])=[CH:18][CH:17]=1.[OH-].[K+]>CO>[CH3:1][O:2][C:3]1[CH:4]=[C:5]2[C:10](=[CH:11][C:12]=1[O:13][CH3:14])[N:9]=[CH:8][CH:7]=[C:6]2[O:15][C:16]1[CH:17]=[CH:18][C:19]([NH:22][C:23]([C:25]2[CH:30]=[CH:29][C:28]([OH:31])=[CH:27][CH:26]=2)=[O:24])=[CH:20][CH:21]=1 |f:1.2|. Procedure details: N-{4-[(6,7-Dimethoxy-4-quinolinyl)oxy]phenyl}-(4-acetoxyphenyl)carboxamide (103 mg) was dissolved in methanol (4 ml), 35% aqueous potassium hydroxide (2 ml) was added, and the admixture was stirred at room temperature for 5 hours. The reaction mixture was partitioned with ethyl acetate/water, and the ethyl acetate layer was washed with brine and then dried with anhydrous sodium sulfate. The solvent was removed by reduced-pressure distillation, and the resulting crystals were washed with ether to...